This data is from the Open Reaction Database (ORD), a public repository of structured organic reaction records. The task is: describe an organic reaction: reactants, conditions, products, and yield The reactants are C(C)N1N=C(C=C1C(C1=CNC2=NC=CC=C21)OC)NCC2=CC=C(C=C2)F (1-ethyl-5-[methoxy-(1H-pyrrolo[2,3-b]pyridin-3-yl)-methyl]-1H-pyrazol-3-yl-(4-fluoro-benzyl)-amine), C(C)#N (acetonitrile), C(C)[SiH](CC)CC (triethylsilane), FC(C(=O)O)(F)F (trifluoroacetic acid), C(C)[SiH](CC)CC (triethylsilane), C([O-])([O-])=O.[K+].[K+] (potassium carbonate), FC(C(=O)O)(F)F (trifluoroacetic acid), crude compound. Solvent: ClCCl (dichloromethane). Reaction conditions: temperature 80 celsius, time 2 hour. The product is C(C)N1N=C(C=C1CC1=CNC2=NC=CC=C21)NCC2=CC=C(C=C2)F ([1-ethyl-5-(1H-pyrrolo[2,3-b]pyridin-3-ylmethyl)-1H-pyrazol-3-yl]-(4-fluoro-benzyl)-amine). RXN SMILES: [CH2:1]([N:3]1[C:7]([CH:8](OC)[C:9]2[C:17]3[C:12](=[N:13][CH:14]=[CH:15][CH:16]=3)[NH:11][CH:10]=2)=[CH:6][C:5]([NH:20][CH2:21][C:22]2[CH:27]=[CH:26][C:25]([F:28])=[CH:24][CH:23]=2)=[N:4]1)[CH3:2].C(#N)C.C([SiH](CC)CC)C.FC(F)(F)C(O)=O.C(=O)([O-])[O-].[K+].[K+]>ClCCl>[CH2:1]([N:3]1[C:7]([CH2:8][C:9]2[C:17]3[C:12](=[N:13][CH:14]=[CH:15][CH:16]=3)[NH:11][CH:10]=2)=[CH:6][C:5]([NH:20][CH2:21][C:22]2[CH:23]=[CH:24][C:25]([F:28])=[CH:26][CH:27]=2)=[N:4]1)[CH3:2] |f:4.5.6|. Reported procedure: To 1-ethyl-5-[methoxy-(1H-pyrrolo[2,3-b]pyridin-3-yl)-methyl]-1H-pyrazol-3-yl-(4-fluoro-benzyl)-amine (531, 0.12 g, 0.32 mmol) in acetonitrile (10.0 mL, 0.191 mol) were added triethylsilane (0.60 mL, 0.0038 mol) and trifluoroacetic acid (0.30 mL, 0.0039 mol). The reaction was stirred at 80° C. for 2 hours. The reaction was poured into aqueous potassium carbonate and extracted with ethyl acetate. The organic layer was dried over anhydrous sodium sulfate and filtered. The filtrate was concentrated...